This data is from the Open Reaction Database (ORD), a public repository of structured organic reaction records. The task is: describe an organic reaction: reactants, conditions, products, and yield Yields the product O=[N+]([O-])c1ccc(C2CCN(Cc3ccccc3)C2)nc1. Reactants: COCN(Cc1ccccc1)C[Si](C)(C)C, ClCCl, C=Cc1ccc([N+](=O)[O-])cn1, O=C(O)C(F)(F)F. Reaction SMILES: [CH2:19]([c:20]1[cH:21][cH:22][cH:23][cH:24][cH:25]1)[N:26]([CH2:27][Si:30]([CH3:31])([CH3:33])[CH3:34])[CH2:32][O:28][CH3:29].[Cl:35][CH2:36][Cl:37].[N+:1](=[O:2])([O-:3])[c:4]1[cH:5][cH:6][c:7]([CH:10]=[CH2:11])[n:8][cH:9]1.[OH:12][C:13]([C:14]([F:15])([F:16])[F:17])=[O:18]>>[N+:1](=[O:2])([O-:3])[c:4]1[cH:5][cH:6][c:7]([CH:10]2[CH2:11][CH2:32][N:26]([CH2:19][c:20]3[cH:21][cH:22][cH:23][cH:24][cH:25]3)[CH2:27]2)[n:8][cH:9]1. The reactants are C(C)(=O)[O-].[Na+] (sodium acetate), ClC(C(C(C(C(C)(C)C)=O)N1N=CN=C1)Cl)(Cl)Cl (1,1,1,2-tetrachloro-3-(1,2,4-triazol-1-yl)-5,5-dimethyl-hexan-4-one), O (water). The solvent is C(C)(=O)O (acetic acid). Reaction conditions: time 8 hour. Yields the product ClC(C(C(C(C(C)(C)C)=O)N1N=CN=C1)OC(C)=O)(Cl)Cl (1,1,1-trichloro-2-acetoxy-3-(1,2,4-triazol-1-yl)-5,5-dimethylhexan-4-one). Yield: 78.0%. Reaction SMILES: [C:1]([O-:4])(=[O:3])[CH3:2].[Na+].[Cl:6][C:7]([Cl:23])([Cl:22])[CH:8](Cl)[CH:9]([N:16]1[CH:20]=[N:19][CH:18]=[N:17]1)[C:10](=[O:15])[C:11]([CH3:14])([CH3:13])[CH3:12].O>C(O)(=O)C>[Cl:23][C:7]([Cl:6])([Cl:22])[CH:8]([O:3][C:1](=[O:4])[CH3:2])[CH:9]([N:16]1[CH:20]=[N:19][CH:18]=[N:17]1)[C:10](=[O:15])[C:11]([CH3:13])([CH3:12])[CH3:14] |f:0.1|. Reported procedure: 16.4 g (0.2 mol) of anhydrous sodium acetate were added to 31.5 g (0.1 mol) of 1,1,1,2-tetrachloro-3-(1,2,4-triazol-1-yl)-5,5-dimethyl-hexan-4-one in 150 ml of glacial acetic acid. The mixture was stirred at room temperature overnight and then heated to 40° C. for about 4 hours. The reaction mixture was then added to 1,000 ml of water and extracted twice with 250 ml of chloroform each time. The combined organic phases were dried over sodium sulphate and concentrated by distilling off the solvent... Starting materials: CCOC(=O)CNC(=O)C(C)(C)C, CO, [Na+], [OH-]. Product: CC(C)(C)C(=O)NCC(=O)[O-], [Na+]. RXN SMILES: [C:1]([C:2]([CH3:3])([CH3:4])[CH3:5])(=[O:6])[NH:7][CH2:8][C:9](=[O:10])[O:11][CH2:12][CH3:13].[CH3:16][OH:17].[Na+:15].[OH-:14]>>[C:1]([C:2]([CH3:3])([CH3:4])[CH3:5])(=[O:6])[NH:7][CH2:8][C:9](=[O:10])[O-:11].[Na+:15]. Starting materials: ClC1=C2C(=NC=C1)C=C(S2)C(N)=S (7-Chloro-thieno[3,2-b]pyridine-2-carbothioic acid amide), BrCC(C(=O)OCC)=O (ethyl bromopyruvate), FC(C(=O)OC(C(F)(F)F)=O)(F)F (trifluoroacetic anhydride), [NH4+].[OH-] (NH4OH). Run in C1CCOC1 (THF), CO (CH3OH), C(Cl)(Cl)Cl (CHCl3). Reaction conditions: time 8 hour. Yields the product [NH4+].[OH-] (NH4OH), C(C)OC(=O)C=1N=C(SC1)C1=CC2=NC=CC(=C2S1)Cl (2-(7-Chloro-thieno[3,2-b]pyridin-2-yl)-thiazole-4-carboxylic acid ethyl ester). The yield is 96.2%. RXN SMILES: [Cl:1][C:2]1[CH:7]=[CH:6][N:5]=[C:4]2[CH:8]=[C:9]([C:11](=[S:13])[NH2:12])[S:10][C:3]=12.Br[CH2:15][C:16](=O)[C:17]([O:19][CH2:20][CH3:21])=[O:18].FC(F)(F)C(OC(=O)C(F)(F)F)=O.[NH4+].[OH-]>C1COCC1.CO.C(Cl)(Cl)Cl>[NH4+:5].[OH-:18].[CH2:20]([O:19][C:17]([C:16]1[N:12]=[C:11]([C:9]2[S:10][C:3]3[C:4](=[N:5][CH:6]=[CH:7][C:2]=3[Cl:1])[CH:8]=2)[S:13][CH:15]=1)=[O:18])[CH3:21] |f:3.4,8.9|. Reported procedure: To a solution of 7-Chloro-thieno[3,2-b]pyridine-2-carbothioic acid amide (5.00 g, 21.9 mmol) in 60 mL of THF was added ethyl bromopyruvate (4.11 mL, 32.8 mmol). The reaction mixture was stirred at room temperature under nitrogen overnight. The reaction mixture was cooled to 0° C., and 30 mL trifluoroacetic anhydride was added. The reaction was stirred at room temperature for four hours then cooled to 0° C. The reaction was treated with 30 mL of concentrated NH4OH followed by removal of THF under... Conditions: temperature 90 celsius. The solvent is C(OC)COC (dimethoxyethane). Procedure: A mixture of 1-[4-(2-{[tert-butyl(dimethyl)silyl]oxy}ethyl)phenyl]-2-iodo-4-phenyl-1H-imidazole (594 mg, 1.2 mmol), phenylboronic acid (287 mg, 2.4 mmol), 2M aqueous K2CO3 (3 mL) and bis(triphenylphosphine) palladium(II) chloride (165 mg, 0.24 mmol) in dimethoxyethane (10 mL) was heated at 90° C. for 16 h. After cooling, insoluble materials were removed by Celite pad and the filtrate was washed with 2N NaOH and brine, dried over (MgSO4) and concentrated under reduced pressure. Purification by fl... The yield is 71.5%. Product: [Si](C)(C)(C(C)(C)C)OCCC1=CC=C(C=C1)N1C(=NC(=C1)C1=CC=CC=C1)C1=CC=CC=C1 (1-[4-(2-{[tert-butyl(dimethyl)silyl]oxy}ethyl)phenyl]-2,4-diphenyl-1H-imidazole). Reagents/catalysts: [Pd](Cl)Cl.C1(=CC=CC=C1)P(C1=CC=CC=C1)C1=CC=CC=C1.C1(=CC=CC=C1)P(C1=CC=CC=C1)C1=CC=CC=C1 (bis(triphenylphosphine) palladium(II) chloride). Starting materials: [Si](C)(C)(C(C)(C)C)OCCC1=CC=C(C=C1)N1C(=NC(=C1)C1=CC=CC=C1)I (1-[4-(2-{[tert-butyl(dimethyl)silyl]oxy}ethyl)phenyl]-2-iodo-4-phenyl-1H-imidazole), C1(=CC=CC=C1)B(O)O (phenylboronic acid), C(=O)([O-])[O-].[K+].[K+] (K2CO3). As a reaction SMILES: [Si:1]([O:8][CH2:9][CH2:10][C:11]1[CH:16]=[CH:15][C:14]([N:17]2[CH:21]=[C:20]([C:22]3[CH:27]=[CH:26][CH:25]=[CH:24][CH:23]=3)[N:19]=[C:18]2I)=[CH:13][CH:12]=1)([C:4]([CH3:7])([CH3:6])[CH3:5])([CH3:3])[CH3:2].[C:29]1(B(O)O)[CH:34]=[CH:33][CH:32]=[CH:31][CH:30]=1.C([O-])([O-])=O.[K+].[K+]>C(COC)OC.[Pd](Cl)Cl.C1(P(C2C=CC=CC=2)C2C=CC=CC=2)C=CC=CC=1.C1(P(C2C=CC=CC=2)C2C=CC=CC=2)C=CC=CC=1>[Si:1]([O:8][CH2:9][CH2:10][C:11]1[CH:16]=[CH:15][C:14]([N:17]2[CH:21]=[C:20]([C:22]3[CH:27]=[CH:26][CH:25]=[CH:24][CH:23]=3)[N:19]=[C:18]2[C:29]2[CH:34]=[CH:33][CH:32]=[CH:31][CH:30]=2)=[CH:13][CH:12]=1)([C:4]([CH3:7])([CH3:6])[CH3:5])([CH3:3])[CH3:2] |f:2.3.4,6.7.8|. Reactants: P(=O)([O-])([O-])[O-].[Li+].[Li+].[Li+] (lithium phosphate), P(=O)([O-])([O-])[O-].[K+].[K+].[K+] (Tripotassium orthophosphate), CO (methanol), [Li+].C1[C@@H]2N(C1=O)[C@H](/C(=C/CO)/O2)C(=O)[O-] (Lithium clavulanate). Run in O (water), CC(=O)C (acetone). Conditions: time 1 hour. Product: C1[C@@H]2N(C1=O)[C@H](/C(=C/CO)/O2)C(=O)[O-].[K+] (potassium clavulanate). As a reaction SMILES: [Li+].[CH2:2]1[C:5](=[O:6])[N:4]2[C@@H:7]([C:13]([O-:15])=[O:14])/[C:8](/[O:12][C@H:3]12)=[CH:9]/[CH2:10][OH:11].P([O-])([O-])([O-])=O.[K+:21].[K+].[K+].CO.P([O-])([O-])([O-])=O.[Li+].[Li+].[Li+]>O.CC(C)=O>[CH2:2]1[C:5](=[O:6])[N:4]2[C@@H:7]([C:13]([O-:15])=[O:14])/[C:8](/[O:12][C@H:3]12)=[CH:9]/[CH2:10][OH:11].[K+:21] |f:0.1,2.3.4.5,7.8.9.10,13.14|. Reported procedure: Lithium clavulanate (5.6 gm, estimated purity 88.8% pfa 0.025 M) was dissolved in water (45 mls) and the resulting pale-red-brown solution was cooled in an ice bath. Tripotassium orthophosphate (10.1 mls of 1 M solution, 1.2 equivalents) was added in one lot and methanol (18 mls) added over 1/2 hr with a small quantity of lithium phosphate (ca. 1 mg) for seeding. As lithium phosphate separated out the pH dropped from 8.7 to about 7.5. Acetone was added over 3/4 hr to 800 mls. The material that s...